This data is from the Open Reaction Database (ORD), a public repository of structured organic reaction records. The task is: describe an organic reaction: reactants, conditions, products, and yield The reactants are O=C(n1ccnc1)n1ccnc1, CC(C)(C)c1ccc(-c2cccc(C3Nc4ccc(F)c(C(=O)O)c4CC3(C)C)c2)cc1, CS(N)(=O)=O, CN(C)C=O, [H-], [Na+]. The product is CC(C)(C)c1ccc(-c2cccc(C3Nc4ccc(F)c(C(=O)NS(C)(=O)=O)c4CC3(C)C)c2)cc1. As a reaction SMILES: [C:40]([n:41]1[cH:42][cH:43][n:44][cH:45]1)([n:46]1[cH:47][cH:48][n:49][cH:50]1)=[O:51].[C:8]([CH3:9])([CH3:10])([CH3:11])[c:12]1[cH:13][cH:14][c:15](-[c:18]2[cH:19][c:20]([CH:24]3[NH:25][c:26]4[cH:27][cH:28][c:29]([F:39])[c:30]([C:36](=[O:37])[OH:38])[c:31]4[CH2:32][C:33]3([CH3:34])[CH3:35])[cH:21][cH:22][cH:23]2)[cH:16][cH:17]1.[CH3:3][S:4](=[O:5])(=[O:6])[NH2:7].[CH3:52][N:53]([CH3:54])[CH:55]=[O:56].[H-:1].[Na+:2]>>[CH3:3][S:4](=[O:5])(=[O:6])[NH:7][C:36]([c:30]1[c:29]([F:39])[cH:28][cH:27][c:26]2[c:31]1[CH2:32][C:33]([CH3:34])([CH3:35])[CH:24]([c:20]1[cH:19][c:18](-[c:15]3[cH:14][cH:13][c:12]([C:8]([CH3:9])([CH3:10])[CH3:11])[cH:17][cH:16]3)[cH:23][cH:22][cH:21]1)[NH:25]2)=[O:37].